Dataset: the Open Reaction Database (ORD), a public repository of structured organic reaction records. Task: describe an organic reaction: reactants, conditions, products, and yield Starting materials: CC1=NC(=CC=C1C=O)C1=CC(=CC=C1)C(F)(F)F (2-methyl-6-(3-trifluoromethyl-phenyl)-pyridine-3-carbaldehyde), C(C)[Mg]Cl (ethyl magnesium chloride), ice NH4Cl. The solvent is C1CCOC1 (THF). Product: CC1=NC(=CC=C1C(CC)O)C1=CC(=CC=C1)C(F)(F)F ([rac]-1-[2-Methyl-6-(3-trifluoromethyl-phenyl)-pyridin-3-yl]-propan-1-ol). As a reaction SMILES: [CH3:1][C:2]1[C:7]([CH:8]=[O:9])=[CH:6][CH:5]=[C:4]([C:10]2[CH:15]=[CH:14][CH:13]=[C:12]([C:16]([F:19])([F:18])[F:17])[CH:11]=2)[N:3]=1.[CH2:20]([Mg]Cl)[CH3:21]>C1COCC1>[CH3:1][C:2]1[C:7]([CH:8]([OH:9])[CH2:20][CH3:21])=[CH:6][CH:5]=[C:4]([C:10]2[CH:15]=[CH:14][CH:13]=[C:12]([C:16]([F:17])([F:19])[F:18])[CH:11]=2)[N:3]=1. Procedure details: 0.600 g (2.26 mmol) of the above prepared 2-methyl-6-(3-trifluoromethyl-phenyl)-pyridine-3-carbaldehyde was dissolved in 11 ml of abs. THF and treated at −15° C. with 1.08 ml of 2.5 M ethyl magnesium chloride solution (in THF). After 30 Min., the reaction mixture was carefully poured onto crashed ice/NH4Cl, extracted twice with AcOEt, washed with water and brine, dried over sodium sulfate, and evaporated to dryness. Flash chromatography (SiO2, hexane/AcOEt=8/2) produced finally 0.473 g of pure t... Starting materials: O([Si](C)(C)C(C)(C)C)CC=1C=CC2=C(NC3=C(S2)N=CC=N3)C1 (8-(tert-butyldimethylsiloxymethyl)-10H-pyrazino[2,3-b][1,4]benzothiazine), C(OC)(=O)Cl (methyl chlorocarbonate). The product is COC(=O)N1C2=C(SC3=C1C=C(C=C3)CO[Si](C)(C)C(C)(C)C)N=CC=N2 (10-(Methoxycarbonyl)-8-(tert-butyldimethylsiloxymethyl)-10H-pyrazino[2,3-b][1,4]benzothiazine). Reaction SMILES: [O:1]([CH2:9][C:10]1[CH:11]=[CH:12][C:13]2[S:18][C:17]3[N:19]=[CH:20][CH:21]=[N:22][C:16]=3[NH:15][C:14]=2[CH:23]=1)[Si:2]([C:5]([CH3:8])([CH3:7])[CH3:6])([CH3:4])[CH3:3].[C:24](Cl)(=[O:27])[O:25][CH3:26]>>[CH3:26][O:25][C:24]([N:15]1[C:14]2[CH:23]=[C:10]([CH2:9][O:1][Si:2]([C:5]([CH3:6])([CH3:7])[CH3:8])([CH3:4])[CH3:3])[CH:11]=[CH:12][C:13]=2[S:18][C:17]2[N:19]=[CH:20][CH:21]=[N:22][C:16]1=2)=[O:27]. Procedure details: 4.0 g of 8-(tert-butyldimethylsiloxymethyl)-10H-pyrazino[2,3-b][1,4]benzothiazine was subjected to the procedure described in Example 1570 but using methyl chlorocarbonate instead of acetyl chloride to thereby give 2.5 g of the title compound as a yellow oily substance. Starting materials: ClC=1C(=CC2=C(N(C(=N2)CC)C2=CC=C(C=C2)CCO[Si](C)(C)C(C)(C)C)C1)CCl (6-chloro-5-(chloromethyl)-1-[4-(2-{[(1,1-dimethylethyl)(dimethyl)silyl]oxy}ethyl)phenyl]-2-ethyl-1H-benzimidazole), C(CC)(=O)O (propionic acid), C(=O)(O)[O-].[Na+] (NaHCO3), O (water). Run in CN(C=O)C (N,N-dimethylformamide). Reaction conditions: temperature 60 celsius, time 7 hour. Product: C(CC)(=O)OCC1=CC2=C(N(C(=N2)CC)C2=CC=C(C=C2)CCO[Si](C)(C)C(C)(C)C)C=C1Cl ({6-chloro-1-[4-(2-{[(1,1-dimethylethyl)(dimethyl)silyl]oxy}ethyl)phenyl]-2-ethyl-1H-benzimidazol-5-yl}methyl propanoate). The yield is 54.5%. Reaction SMILES: [Cl:1][C:2]1[C:3]([CH2:29]Cl)=[CH:4][C:5]2[N:9]=[C:8]([CH2:10][CH3:11])[N:7]([C:12]3[CH:17]=[CH:16][C:15]([CH2:18][CH2:19][O:20][Si:21]([C:24]([CH3:27])([CH3:26])[CH3:25])([CH3:23])[CH3:22])=[CH:14][CH:13]=3)[C:6]=2[CH:28]=1.[C:31]([OH:35])(=[O:34])[CH2:32][CH3:33].C([O-])(O)=O.[Na+].O>CN(C)C=O>[C:31]([O:35][CH2:29][C:3]1[C:2]([Cl:1])=[CH:28][C:6]2[N:7]([C:12]3[CH:17]=[CH:16][C:15]([CH2:18][CH2:19][O:20][Si:21]([C:24]([CH3:27])([CH3:26])[CH3:25])([CH3:22])[CH3:23])=[CH:14][CH:13]=3)[C:8]([CH2:10][CH3:11])=[N:9][C:5]=2[CH:4]=1)(=[O:34])[CH2:32][CH3:33] |f:2.3|. Procedure: To a solution of 6-chloro-5-(chloromethyl)-1-[4-(2-{[(1,1-dimethylethyl)(dimethyl)silyl]oxy}ethyl)phenyl]-2-ethyl-1H-benzimidazole (step 2, 403 mg, 0.86 mmol) in N,N-dimethylformamide (10 ml) was added propionic acid (0.06 ml, 0.86 mmol) and NaHCO3 (144 mg, 1.72 mmol) at room temperature. The mixture was stirred at 60° C. for 7 h. The mixture was added water (50 ml) and extracted with ethyl acetate(100 ml). The organic layer was washed with brine (50 ml), then dried (Na2SO4). After removal of so... Starting materials: CC(=O)O, CCO, [Fe], O=c1c(Cc2ccccc2[N+](=O)[O-])nc2cccnc2n1-c1ccccc1. Product: Nc1ccccc1Cc1nc2cccnc2n(-c2ccccc2)c1=O. As a reaction SMILES: [CH3:28][C:29](=[O:30])[OH:31].[CH3:32][CH2:33][OH:34].[Fe:35].[N+:1]([O-:2])(=[O:3])[c:4]1[c:5]([CH2:6][c:7]2[n:8][c:9]3[c:10]([n:11](-[c:14]4[cH:15][cH:16][cH:17][cH:18][cH:19]4)[c:12]2=[O:13])[n:20][cH:21][cH:22][cH:23]3)[cH:24][cH:25][cH:26][cH:27]1>>[NH2:1][c:4]1[c:5]([CH2:6][c:7]2[n:8][c:9]3[c:10]([n:11](-[c:14]4[cH:15][cH:16][cH:17][cH:18][cH:19]4)[c:12]2=[O:13])[n:20][cH:21][cH:22][cH:23]3)[cH:24][cH:25][cH:26][cH:27]1. Reactants: C(CCC)[Li] (butyllithium), CCCCCC (n-hexane), COC=1C=C(C=CC1)CCN1C(C=2C(C1=O)=CC=CC2)=O (N-(2-(3-methoxyphenyl)ethyl)phthalimide), Cl.BrC1=CC=NC=C1 (4-bromopyridine hydrochloride), [Cl-].[NH4+] (ammonium chloride). Solvent: C(C)OCC (diethyl ether), O1CCCC1 (tetrahydrofuran), [OH-].[Na+] (sodium hydroxide). Run at temperature -70 celsius, time 30 minute. Yields the product OC1(N(C(C2=CC=CC=C12)=O)CCC1=CC(=CC=C1)OC)C1=CC=NC=C1 (3-Hydroxy-2-(2-(3-methoxyphenyl)ethyl)-3-(4pyridyl)-2,3-dihydroisoindol-1-one). RXN SMILES: Cl.Br[C:3]1[CH:8]=[CH:7][N:6]=[CH:5][CH:4]=1.C([Li])CCC.CCCCCC.[CH3:20][O:21][C:22]1[CH:23]=[C:24]([CH2:28][CH2:29][N:30]2[C:34](=[O:35])[C:33]3=[CH:36][CH:37]=[CH:38][CH:39]=[C:32]3[C:31]2=[O:40])[CH:25]=[CH:26][CH:27]=1.[Cl-].[NH4+]>[OH-].[Na+].C(OCC)C.O1CCCC1>[OH:35][C:34]1([C:3]2[CH:8]=[CH:7][N:6]=[CH:5][CH:4]=2)[C:33]2[C:32](=[CH:39][CH:38]=[CH:37][CH:36]=2)[C:31](=[O:40])[N:30]1[CH2:29][CH2:28][C:24]1[CH:25]=[CH:26][CH:27]=[C:22]([O:21][CH3:20])[CH:23]=1 |f:0.1,5.6,7.8|. Procedure details: 0.69 g (3.55 mmol) of 4-bromopyridine hydrochloride was initially converted into the free base. To this end, the salt was dissolved in 5 ml of 1 M aqueous sodium hydroxide solution, the solution was extracted three times with diethyl ether and the combined organic phases were dried and evaporated to dryness using a rotary evaporator. The residue was dissolved in 5 ml of absolute diethyl ether and the solution was added dropwise at −70° C. to a mixture of 1.6 M butyllithium solution in n-hexane (...